describe an organic reaction: reactants, conditions, products, and yield From a dataset of the Open Reaction Database (ORD), a public repository of structured organic reaction records. Reactants: ClCCl, CS(=O)c1ccc(-c2nc3n(c2-c2ccncc2)CCC3)cc1, O=C(OC(=O)C(F)(F)F)C(F)(F)F, O. The product is Sc1ccc(-c2nc3n(c2-c2ccncc2)CCC3)cc1. RXN SMILES: [CH2:38]([Cl:39])[Cl:40].[CH3:1][S:2](=[O:3])[c:4]1[cH:5][cH:6][c:7](-[c:10]2[n:11][c:12]3[n:13]([c:14]2-[c:15]2[cH:16][cH:17][n:18][cH:19][cH:20]2)[CH2:21][CH2:22][CH2:23]3)[cH:8][cH:9]1.[F:24][C:25]([F:26])([F:27])[C:28]([O:29][C:30](=[O:31])[C:32]([F:33])([F:34])[F:35])=[O:36].[OH2:37]>>[SH:2][c:4]1[cH:5][cH:6][c:7](-[c:10]2[n:11][c:12]3[n:13]([c:14]2-[c:15]2[cH:16][cH:17][n:18][cH:19][cH:20]2)[CH2:21][CH2:22][CH2:23]3)[cH:8][cH:9]1.